This data is from the Open Reaction Database (ORD), a public repository of structured organic reaction records. The task is: describe an organic reaction: reactants, conditions, products, and yield As a reaction SMILES: [C:1]([CH3:2])([CH3:3])([CH3:4])[Si:5]([O:6][CH2:7][CH2:8][CH2:9][NH:10][CH2:11][c:12]1[c:13]([NH2:14])[cH:15][cH:16][cH:17][cH:18]1)([c:19]1[cH:20][cH:21][cH:22][cH:23][cH:24]1)[c:25]1[cH:26][cH:27][cH:28][cH:29][cH:30]1.[CH3:36][O:37][CH2:38][CH2:39][O:40][CH2:41][CH2:42][O:43][CH3:44].[NH2:31][S:32]([NH2:33])(=[O:34])=[O:35]>>[C:1]([CH3:2])([CH3:3])([CH3:4])[Si:5]([O:6][CH2:7][CH2:8][CH2:9][N:10]1[CH2:11][c:12]2[c:13]([cH:15][cH:16][cH:17][cH:18]2)[NH:14][S:32]1(=[O:34])=[O:35])([c:19]1[cH:20][cH:21][cH:22][cH:23][cH:24]1)[c:25]1[cH:26][cH:27][cH:28][cH:29][cH:30]1. Yields the product CC(C)(C)[Si](OCCCN1Cc2ccccc2NS1(=O)=O)(c1ccccc1)c1ccccc1. The reactants are CC(C)(C)[Si](OCCCNCc1ccccc1N)(c1ccccc1)c1ccccc1, COCCOCCOC, NS(N)(=O)=O. Starting materials: ( C ), CC1=C(C=C(C(=O)OC)C=C1)N1C=NC2=CC=C(C=C2C1=O)N1CCN(CC1)CC (methyl 4-methyl-3-[6-(4-ethylpiperazin-1-yl)-4-oxoquinazolin-3(4H)-yl]benzoate), [OH-].[Na+] (NaOH). Yields the product CC1=C(C=C(C(=O)O)C=C1)N1C=NC2=CC=C(C=C2C1=O)N1CCN(CC1)CC (4-methyl-3-[6-(4-ethylpiperazin-1-yl)-4-oxoquinazolin-3(4H)-yl]benzoic acid). RXN SMILES: [CH3:1][C:2]1[CH:11]=[CH:10][C:5]([C:6]([O:8]C)=[O:7])=[CH:4][C:3]=1[N:12]1[C:21](=[O:22])[C:20]2[C:15](=[CH:16][CH:17]=[C:18]([N:23]3[CH2:28][CH2:27][N:26]([CH2:29][CH3:30])[CH2:25][CH2:24]3)[CH:19]=2)[N:14]=[CH:13]1.[OH-].[Na+]>>[CH3:1][C:2]1[CH:11]=[CH:10][C:5]([C:6]([OH:8])=[O:7])=[CH:4][C:3]=1[N:12]1[C:21](=[O:22])[C:20]2[C:15](=[CH:16][CH:17]=[C:18]([N:23]3[CH2:24][CH2:25][N:26]([CH2:29][CH3:30])[CH2:27][CH2:28]3)[CH:19]=2)[N:14]=[CH:13]1 |f:1.2|. Procedure details: Using an analogous procedure to that described paragraph (C) in the portion of Example 1 which is concerned with the preparation of starting material methyl 4-methyl-3-[6-(4-ethylpiperazin-1-yl)-4-oxoquinazolin-3(4H)-yl]benzoate was hydrolysed with 1N NaOH to give 4-methyl-3-[6-(4-ethylpiperazin-1-yl)-4-oxoquinazolin-3(4H)-yl]benzoic acid; NMR Spectrum: (DMSOd6) 1.30 (t, 3H), 2.16 (s, 3H), 3.20 (m, 6H), 3.59 (d, 2H), 4.03 (d, 2H), 7.60 (m, 2H), 7.71 (m, 2H), 7.93 (s, 1H), 8.01 (d, 1H), 8.15 (s, ... Reactants: FC1=C(C=C(C=C1)NS(=O)(=O)C1=CC=CC=C1)[N+](=O)[O-] (N-{4-fluoro-3-nitro-phenyl}-benzenesulphonamide), FC(C=1C=C(CN)C=C(C1)C(F)(F)F)(F)F (3,5-bis-trifluoromethylbenzylamine), CN1CCOCC1 (N-methylmorpholine). The solvent is CS(=O)C (dimethylsulphoxide), C(C)(=O)OCC (ethyl acetate). The product is [N+](=O)([O-])C=1C=C(C=CC1NCC1=CC(=CC(=C1)C(F)(F)F)C(F)(F)F)NS(=O)(=O)C1=CC=CC=C1 (N-{3-nitro-4-(3,5-bis-trifluoromethyl-benzylamino)-phenyl}-benzenesulphonamide). Reaction SMILES: F[C:2]1[CH:7]=[CH:6][C:5]([NH:8][S:9]([C:12]2[CH:17]=[CH:16][CH:15]=[CH:14][CH:13]=2)(=[O:11])=[O:10])=[CH:4][C:3]=1[N+:18]([O-:20])=[O:19].[F:21][C:22]([F:36])([F:35])[C:23]1[CH:24]=[C:25]([CH:28]=[C:29]([C:31]([F:34])([F:33])[F:32])[CH:30]=1)[CH2:26][NH2:27].CN1CCOCC1>CS(C)=O.C(OCC)(=O)C>[N+:18]([C:3]1[CH:4]=[C:5]([NH:8][S:9]([C:12]2[CH:17]=[CH:16][CH:15]=[CH:14][CH:13]=2)(=[O:11])=[O:10])[CH:6]=[CH:7][C:2]=1[NH:27][CH2:26][C:25]1[CH:28]=[C:29]([C:31]([F:32])([F:33])[F:34])[CH:30]=[C:23]([C:22]([F:21])([F:35])[F:36])[CH:24]=1)([O-:20])=[O:19]. Procedure details: N-{4-fluoro-3-nitro-phenyl}-benzenesulphonamide (3.0 g, 10 mmol), 3,5-bis-trifluoromethylbenzylamine (3.0 g, 12.5 mmol) and N-methylmorpholine (2.2 mL, 20 mmol) in 25 mL dimethylsulphoxide are kept for 6 h at 60-100° C., diluted with 150 mL ethyl acetate, washed with water, dilute hydrochloric acid and water again, dried and concentrated by evaporation until not quite dry. The residue is combined with 80 mL EtOH and evaporated down to a residual volume of about 50 mL. The crystals precipitated a... The reactants are stainless steel, C(C1=CC=CC=C1)(=O)/C(/C#N)=C(\C)/OC (2-benzoyl-3-methoxycrotononitrile), CN (methylamine), C(CCC)[Li] (n-butyllithium). Yields the product C(C1=CC=CC=C1)(=O)/C(/C#N)=C(\C)/NC (2-Benzoyl-3-methylaminocrotononitrile). As a reaction SMILES: [CH3:1][NH2:2].C([Li])CCC.[C:8](/[C:16](=[C:19](/OC)\[CH3:20])/[C:17]#[N:18])(=[O:15])[C:9]1[CH:14]=[CH:13][CH:12]=[CH:11][CH:10]=1>>[C:8](/[C:16](=[C:19](/[NH:2][CH3:1])\[CH3:20])/[C:17]#[N:18])(=[O:15])[C:9]1[CH:14]=[CH:13][CH:12]=[CH:11][CH:10]=1. Reported procedure: In the glass liner of a stainless steel bomb cooled to -78° is condensed 10 ml. of methylamine. To this is added 0.5 ml. of 2 M n-butyllithium (in hexane), followed by 5.0 g. of 2-benzoyl-3-methoxycrotononitrile. The bomb is sealed and heated on a steam bath overnight. The bomb is then cooled, opened and the contents evaporated. The residue is dissolved in chloroform, passed through a Magnesol® pad and the filtrate is evaporated. The residue is recrystallized from chloroform-hexane yielding the ...